The task is: describe an organic reaction: reactants, conditions, products, and yield. This data is from the Open Reaction Database (ORD), a public repository of structured organic reaction records. RXN SMILES: C(OC(=O)[C@@H](OC)CC1C=CC(OCC(O)=O)=CC=1)C.O(C1C=CC(CCN)=CC=1)C1C=CC=CC=1.[CH2:37]([O:39][C@@H:40]([CH2:44][C:45]1[CH:50]=[CH:49][C:48]([O:51][C@@H:52]([C:54](=[O:71])[NH:55][CH2:56][CH2:57][C:58]2[CH:63]=[CH:62][C:61]([O:64][C:65]3[CH:70]=[CH:69][CH:68]=[CH:67][CH:66]=3)=[CH:60][CH:59]=2)C)=[CH:47][CH:46]=1)[C:41]([OH:43])=[O:42])C>>[CH3:37][O:39][C@@H:40]([CH2:44][C:45]1[CH:46]=[CH:47][C:48]([O:51][CH2:52][C:54](=[O:71])[NH:55][CH2:56][CH2:57][C:58]2[CH:59]=[CH:60][C:61]([O:64][C:65]3[CH:70]=[CH:69][CH:68]=[CH:67][CH:66]=3)=[CH:62][CH:63]=2)=[CH:49][CH:50]=1)[C:41]([OH:43])=[O:42]. Yields the product CO[C@H](C(=O)O)CC1=CC=C(C=C1)OCC(NCCC1=CC=C(C=C1)OC1=CC=CC=C1)=O ((2S)-2-methoxy-3-(4-{[2-(4-phenoxy-phenyl)-ethylcarbamoyl]-methoxy}-phenyl)-propionic acid). Reported procedure: The title compound was prepared from (2S)-3-(4-carboxymethoxy-phenyl)-2-methoxy-propionic acid ethyl ester (PREPARATION 3, step 2) and 2-(4-phenoxy-phenyl)-ethylamine via the same procedure used for the preparation of (2S,1R)-2-ethoxy-3-(4-{1-[2-(4-phenoxy-phenyl)-ethylcarbamoyl]-ethoxy}-phenyl)-propionic acid (Example 1, step 3) to produce a colorless oil. MS (ES) for C26H27NO6 [M+H]+: 450. Starting materials: C(C)OC([C@H](CC1=CC=C(C=C1)OCC(=O)O)OC)=O ((2S)-3-(4-carboxymethoxy-phenyl)-2-methoxy-propionic acid ethyl ester), O(C1=CC=CC=C1)C1=CC=C(C=C1)CCN (2-(4-phenoxy-phenyl)-ethylamine), C(C)O[C@H](C(=O)O)CC1=CC=C(C=C1)O[C@H](C)C(NCCC1=CC=C(C=C1)OC1=CC=CC=C1)=O ((2S,1R)-2-ethoxy-3-(4-{1-[2-(4-phenoxy-phenyl)-ethylcarbamoyl]-ethoxy}-phenyl)-propionic acid).